This data is from the Open Reaction Database (ORD), a public repository of structured organic reaction records. The task is: describe an organic reaction: reactants, conditions, products, and yield Reactants: ClC=1C=C(C=CC1)S(=O)(=O)N1CCC2=CC=C(C=C12)C(=O)NC1=CC(=C(C(=O)O)C=C1)F (4-{[1-(3-Chloro-benzenesulfonyl)-2,3-dihydro-1H-indole-6-carbonyl]-amino}-2-fluoro-benzoic acid), C(C)OC(C1=C(C=C(C=C1)N)F)=O (4-amino-2-fluorobenzoic acid ethyl ester). Yields the product C(C)OC(C1=C(C=C(C=C1)NC(=O)C1=CC=C2C=CNC2=C1)F)=O (2-fluoro-4-[(1H-indole-6-carbonyl)-amino]-benzoic acid ethyl ester). As a reaction SMILES: ClC1C=C(S([N:11]2[C:19]3[C:14](=[CH:15][CH:16]=[C:17]([C:20]([NH:22][C:23]4[CH:31]=[CH:30][C:26]([C:27]([OH:29])=[O:28])=[C:25]([F:32])[CH:24]=4)=[O:21])[CH:18]=3)[CH2:13][CH2:12]2)(=O)=O)C=CC=1.[CH2:33](OC(=O)C1C=CC(N)=CC=1F)[CH3:34]>>[CH2:33]([O:29][C:27](=[O:28])[C:26]1[CH:30]=[CH:31][C:23]([NH:22][C:20]([C:17]2[CH:18]=[C:19]3[C:14]([CH:13]=[CH:12][NH:11]3)=[CH:15][CH:16]=2)=[O:21])=[CH:24][C:25]=1[F:32])[CH3:34]. Procedure: 4-{[1-(3-Chloro-benzenesulfonyl)-2,3-dihydro-1H-indole-6-carbonyl]-amino}-2-fluoro-benzoic acid, m/z (ES+): 475.18 (M+H+.), was prepared in analogy to example 1, steps 1 to 5. Step 2 was performed using 4-amino-2-fluorobenzoic acid ethyl ester and yielded 2-fluoro-4-[(1H-indole-6-carbonyl)-amino]-benzoic acid ethyl ester. This was reduced to 4-[(2,3-dihydro-1H-indole-6-carbonyl)-amino]-2-fluoro-benzoic acid ethyl ester in step 3. Step 4 was performed using 3-chloro-benzenesulfonyl chloride, yiel... Starting materials: C=O (formalin), C([C@@H]1[C@H]([C@@H]([C@H](C(N1)O)O)O)O)O (nojirimycin), [H][H] (hydrogen). The reagents and catalysts are [Ni] (Raney nickel). Run in O (water). Product: CN1C[C@@H]([C@H]([C@@H]([C@H]1CO)O)O)O (N-methyl moranoline). RXN SMILES: [CH2:1]([OH:12])[C@H:2]1[NH:7][CH:6](O)[C@H:5]([OH:9])[C@@H:4]([OH:10])[C@@H:3]1[OH:11].[CH2:13]=O.[H][H]>O.[Ni]>[CH3:13][N:7]1[C@H:2]([CH2:1][OH:12])[C@@H:3]([OH:11])[C@H:4]([OH:10])[C@@H:5]([OH:9])[CH2:6]1. Reported procedure: 179 mg of nojirimycin is dissolved in 20 ml of water, followed by adding 1 ml of formalin, adding about 0.5 ml of Raney nickel catalyst and stirring in a hydrogen stream, at ordinary temperature, under atmospheric pressure, for 3 hours. After completion of the reaction, the catalyst is separated by filtration; the resulting filtrate is passed through a column containing about 100 ml of Dowex 50 W×4 (H); and after washing the column, the resulting adsorbed substances are eluted with 1% aqueous am... The reactants are [OH-].[Na+] (sodium hydroxide), ClC=1C=C(C=CC1)C1C(=C(NC(=C1C(=O)OCCC#N)C)C(OC)OC)C(NCC=CC1=CC=CC=C1)=O (5-(2-cyanoethyl) 4-(3-chlorophenyl)-2-dimethoxymethyl-6-methyl-3-(3-phenyl-2-propene-1-ylcarbamoyl)-1,4-dihydropyridine-5-carboxylate), S(=O)(=O)(O)[O-].[K+] (potassium hydrogensulfate). Solvent: CO (methanol). Reaction conditions: time 3 hour. The product is ClC=1C=C(C=CC1)C1C(=C(NC(=C1C(=O)O)C)C(OC)OC)C(NCC=CC1=CC=CC=C1)=O (4-(3-chlorophenyl)-2-dimethoxymethyl-6-methyl-3-(3-phenyl-2-propene-1-ylcarbamoyl)-1,4-dihydropyridine-5-carboxylic acid). RXN SMILES: [Cl:1][C:2]1[CH:3]=[C:4]([CH:8]2[C:13]([C:14]([O:16]CCC#N)=[O:15])=[C:12]([CH3:21])[NH:11][C:10]([CH:22]([O:25][CH3:26])[O:23][CH3:24])=[C:9]2[C:27](=[O:38])[NH:28][CH2:29][CH:30]=[CH:31][C:32]2[CH:37]=[CH:36][CH:35]=[CH:34][CH:33]=2)[CH:5]=[CH:6][CH:7]=1.[OH-].[Na+].S([O-])(O)(=O)=O.[K+]>CO>[Cl:1][C:2]1[CH:3]=[C:4]([CH:8]2[C:13]([C:14]([OH:16])=[O:15])=[C:12]([CH3:21])[NH:11][C:10]([CH:22]([O:23][CH3:24])[O:25][CH3:26])=[C:9]2[C:27](=[O:38])[NH:28][CH2:29][CH:30]=[CH:31][C:32]2[CH:33]=[CH:34][CH:35]=[CH:36][CH:37]=2)[CH:5]=[CH:6][CH:7]=1 |f:1.2,3.4|. Reported procedure: 134 mg (1.16 mmol) of 5-(2-cyanoethyl) 4-(3-chlorophenyl)-2-dimethoxymethyl-6-methyl-3-(3-phenyl-2-propene-1-ylcarbamoyl)-1,4-dihydropyridine-5-carboxylate was dissolved in 2.5 ml of methanol. 0.25 ml of 1 N aqueous sodium hydroxide solution was added to the obtained solution, and they were stirred at room temperature for 3 hours. An aqueous potassium hydrogensulfate solution was added to the reaction mixture. After the solvent was evaporated under reduced pressure, the residue was washed with w... Reactants: ClC1=C(C=CC(=C1)N1CCOCC1)CN1C[C@@H](N(CC1)C(=O)OC(C)(C)C)C (tert-butyl (2S)-4-[[2-chloro-4-(morpholin-4-yl)phenyl]methyl]-2-methylpiperazine-1-carboxylate), FC(C(=O)O)(F)F (trifluoroacetic acid). Solvent: ClCCl (dichloromethane). Conditions: time 1 hour. Product: ClC=1C=C(C=CC1CN1C[C@@H](NCC1)C)N1CCOCC1 (4-(3-chloro-4-[[(3S)-3-methylpiperazin-1-yl]methyl]phenyl)morpholine). Yield: 100.2%. RXN SMILES: [Cl:1][C:2]1[CH:7]=[C:6]([N:8]2[CH2:13][CH2:12][O:11][CH2:10][CH2:9]2)[CH:5]=[CH:4][C:3]=1[CH2:14][N:15]1[CH2:20][CH2:19][N:18](C(OC(C)(C)C)=O)[C@@H:17]([CH3:28])[CH2:16]1.FC(F)(F)C(O)=O>ClCCl>[Cl:1][C:2]1[CH:7]=[C:6]([N:8]2[CH2:13][CH2:12][O:11][CH2:10][CH2:9]2)[CH:5]=[CH:4][C:3]=1[CH2:14][N:15]1[CH2:20][CH2:19][NH:18][C@@H:17]([CH3:28])[CH2:16]1. Reported procedure: A 100 mL round-bottom flask was charged with tert-butyl (2S)-4-[[2-chloro-4-(morpholin-4-yl)phenyl]methyl]-2-methylpiperazine-1-carboxylate (1.20 g, 2.93 mmol, 1.00 equiv), trifluoroacetic acid (4 mL), dichloromethane (20 mL). The resulting solution was stirred for 1 h at room temperature and concentrated under reduced pressure to yield 0.910 g (crude) of 4-(3-chloro-4-[[(3S)-3-methylpiperazin-1-yl]methyl]phenyl)morpholine as light yellow oil. LCMS (ESI, m/z): 310 [M+H]+.